Dataset: the Open Reaction Database (ORD), a public repository of structured organic reaction records. Task: describe an organic reaction: reactants, conditions, products, and yield The reactants are C[Si](C)(C)CCOCn1cc(C(=O)NC2CCCCC2)c2nc(C3CC3)cnc21, ClCCl, O=C(O)C(F)(F)F. Product: O=C(NC1CCCCC1)c1c[nH]c2ncc(C3CC3)nc12. Reaction SMILES: [CH:1]1([NH:7][C:8](=[O:9])[c:10]2[cH:11][n:12]([CH2:22][O:23][CH2:24][CH2:25][Si:26]([CH3:27])([CH3:28])[CH3:29])[c:13]3[n:14][cH:15][c:16]([CH:19]4[CH2:20][CH2:21]4)[n:17][c:18]23)[CH2:2][CH2:3][CH2:4][CH2:5][CH2:6]1.[Cl:37][CH2:38][Cl:39].[OH:30][C:31]([C:32]([F:33])([F:34])[F:35])=[O:36]>>[CH:1]1([NH:7][C:8](=[O:9])[c:10]2[cH:11][nH:12][c:13]3[n:14][cH:15][c:16]([CH:19]4[CH2:20][CH2:21]4)[n:17][c:18]23)[CH2:2][CH2:3][CH2:4][CH2:5][CH2:6]1. Starting materials: COC(=O)c1cncn1C1c2ccccc2CCC1(C)C, [Na+], [OH-], O. The product is COC(=O)c1cncn1C1c2ccccc2C(=O)CC1(C)C. As a reaction SMILES: [CH3:1][O:2][C:3](=[O:4])[c:5]1[cH:6][n:7][cH:8][n:9]1[CH:10]1[C:11]([CH3:20])([CH3:21])[CH2:12][CH2:13][c:14]2[cH:15][cH:16][cH:17][cH:18][c:19]21.[Na+:23].[OH-:22].[OH2:24]>>[CH3:1][O:2][C:3](=[O:4])[c:5]1[cH:6][n:7][cH:8][n:9]1[CH:10]1[C:11]([CH3:20])([CH3:21])[CH2:12][C:13](=[O:22])[c:14]2[cH:15][cH:16][cH:17][cH:18][c:19]21. Reactants: CCCCCCC, Cc1ccccc1, NCc1ccccc1F, Cc1ccccc1N=C=O. The product is Cc1ccccc1NC(=O)NCc1ccccc1F. RXN SMILES: [CH3:20][CH2:21][CH2:22][CH2:23][CH2:24][CH2:25][CH3:26].[CH3:27][c:28]1[cH:29][cH:30][cH:31][cH:32][cH:33]1.[F:11][c:12]1[c:13]([CH2:14][NH2:15])[cH:16][cH:17][cH:18][cH:19]1.[c:1]1([CH3:10])[c:2]([N:7]=[C:8]=[O:9])[cH:3][cH:4][cH:5][cH:6]1>>[c:1]1([CH3:10])[c:2]([NH:7][C:8](=[O:9])[NH:15][CH2:14][c:13]2[c:12]([F:11])[cH:19][cH:18][cH:17][cH:16]2)[cH:3][cH:4][cH:5][cH:6]1. The reactants are BrB(Br)Br, CO, ClCCl, COc1ccc2c(c1)CCN(C(=O)C(F)(F)F)C2c1ccc(I)cc1. Yields the product O=C(N1CCc2cc(O)ccc2C1c1ccc(I)cc1)C(F)(F)F. Reaction SMILES: [B:1]([Br:2])([Br:3])[Br:4].[CH3:30][OH:31].[Cl:32][CH2:33][Cl:34].[F:5][C:6]([C:7](=[O:8])[N:9]1[CH:10]([c:21]2[cH:22][cH:23][c:24]([I:27])[cH:25][cH:26]2)[c:11]2[cH:12][cH:13][c:14]([O:19][CH3:20])[cH:15][c:16]2[CH2:17][CH2:18]1)([F:28])[F:29]>>[F:5][C:6]([C:7](=[O:8])[N:9]1[CH:10]([c:21]2[cH:22][cH:23][c:24]([I:27])[cH:25][cH:26]2)[c:11]2[cH:12][cH:13][c:14]([OH:19])[cH:15][c:16]2[CH2:17][CH2:18]1)([F:28])[F:29]. As a reaction SMILES: [CH2:32]([N+:33]([CH2:34][CH2:35][CH2:36][CH3:37])([CH2:38][CH2:39][CH2:40][CH3:41])[CH2:42][CH2:43][CH2:44][CH3:45])[CH2:46][CH2:47][CH3:48].[CH2:49]1[O:50][CH2:51][CH2:52][CH2:53]1.[CH3:1][CH:2]([C:3]([OH:4])([c:5]1[cH:6][n:7][n:8][n:9]1[CH2:10][O:11][CH2:12][CH2:13][Si:14]([CH3:15])([CH3:16])[CH3:17])[c:18]1[n:19][c:20]2[cH:21][cH:22][c:23]([S:28][CH3:29])[cH:24][c:25]2[cH:26][cH:27]1)[CH3:30].[F-:31]>>[CH3:1][CH:2]([C:3]([OH:4])([c:5]1[cH:6][nH:7][n:8][n:9]1)[c:18]1[n:19][c:20]2[cH:21][cH:22][c:23]([S:28][CH3:29])[cH:24][c:25]2[cH:26][cH:27]1)[CH3:30]. The reactants are CCCC[N+](CCCC)(CCCC)CCCC, C1CCOC1, CSc1ccc2nc(C(O)(c3cnnn3COCC[Si](C)(C)C)C(C)C)ccc2c1, [F-]. Yields the product CSc1ccc2nc(C(O)(c3c[nH]nn3)C(C)C)ccc2c1. Starting materials: C(C)(C)(C)C=1N=C(SC1)C=1OC2=C(C1)C=C(C=C2)OCC2=C(OCC(=O)OC(C)(C)C)C=CC(=C2)OCCCC(=O)OCC (tert-Butyl 2-{[2-(4-tert-butylthiazol-2-yl)benzofuran-5-yloxy]methyl}-4-[3-(ethoxycarbonyl)propoxy]phenoxyacetate), CS(=O)(=O)O (methanesulfonic acid). Solvent: C(C)#N (acetnitrile), CC(=O)C (acetone). Reaction conditions: temperature 80 celsius, time 2 hour. The product is C(C)(C)(C)C=1N=C(SC1)C=1OC2=C(C1)C=C(C=C2)OCC2=C(OCC(=O)O)C=CC(=C2)OCCCC(=O)OCC (2-{[2-(4-tert-butylthiazol-2-yl)benzofuran-5-yloxy]methyl}-4-[3-(ethoxycarbonyl)propoxy]-phenoxyacetic acid). The yield is 64.3%. As a reaction SMILES: [C:1]([C:5]1[N:6]=[C:7]([C:10]2[O:11][C:12]3[CH:18]=[CH:17][C:16]([O:19][CH2:20][C:21]4[CH:35]=[C:34]([O:36][CH2:37][CH2:38][CH2:39][C:40]([O:42][CH2:43][CH3:44])=[O:41])[CH:33]=[CH:32][C:22]=4[O:23][CH2:24][C:25]([O:27]C(C)(C)C)=[O:26])=[CH:15][C:13]=3[CH:14]=2)[S:8][CH:9]=1)([CH3:4])([CH3:3])[CH3:2].CS(O)(=O)=O>C(#N)C.CC(C)=O>[C:1]([C:5]1[N:6]=[C:7]([C:10]2[O:11][C:12]3[CH:18]=[CH:17][C:16]([O:19][CH2:20][C:21]4[CH:35]=[C:34]([O:36][CH2:37][CH2:38][CH2:39][C:40]([O:42][CH2:43][CH3:44])=[O:41])[CH:33]=[CH:32][C:22]=4[O:23][CH2:24][C:25]([OH:27])=[O:26])=[CH:15][C:13]=3[CH:14]=2)[S:8][CH:9]=1)([CH3:4])([CH3:2])[CH3:3]. Procedure details: tert-Butyl 2-{[2-(4-tert-butylthiazol-2-yl)benzofuran-5-yloxy]methyl}-4-[3-(ethoxycarbonyl)propoxy]phenoxyacetate (200 mg) was dissolved in a mixed solvent of acetnitrile (10 ml) and acetone (1 ml) and methanesulfonic acid (62 mg) was added. The resulting solution was stirred at 80° C. for two hours. The reaction mixture was concentrated and diluted with water and neutralized with sodium hydrogen carbonate solution. The mixture was acidified with 1N hydrochloric acid and extracted with ethyl ace... Reactants: CNC1=NC(=NC(=N1)Cl)Cl (2-methylamino-4,6-dichloro-1,3,5-triazine), COC=1C=C(N)C=C(C1)OC (3,5-dimethoxyaniline), C(Cl)Cl.[K+].[Br-] (CH2Cl2 KBr). Yields the product COC=1C=C(C=C(C1)OC)NC1=NC(=NC(=N1)NC)Cl (2-(3,5-dimethoxyphenylamino)-4-methylamino-6-chloro-1,3,5-triazine). Yield: 73.0%. RXN SMILES: [CH3:1][NH:2][C:3]1[N:8]=[C:7](Cl)[N:6]=[C:5]([Cl:10])[N:4]=1.[CH3:11][O:12][C:13]1[CH:14]=[C:15]([CH:17]=[C:18]([O:20][CH3:21])[CH:19]=1)[NH2:16].C(Cl)Cl.[K+].[Br-]>>[CH3:21][O:20][C:18]1[CH:17]=[C:15]([NH:16][C:7]2[N:8]=[C:3]([NH:2][CH3:1])[N:4]=[C:5]([Cl:10])[N:6]=2)[CH:14]=[C:13]([O:12][CH3:11])[CH:19]=1 |f:2.3.4|. Procedure: The title compound was synthesized from 2-methylamino-4,6-dichloro-1,3,5-triazine and 3,5-dimethoxyaniline using a similar procedure to the one used in 2. Yield: 73%; Tm 240° C.; FTIR (CH2Cl2/KBr) 3338, 3254, 3136, 3118, 3001, 2955, 2939, 2907, 2838, 1638, 1614, 1583, 1560, 1536, 1484, 1468, 1455, 1431, 1422, 1397, 1384, 1273, 1251, 1228, 1206, 1191, 1176, 1151, 1127, 1072, 1064, 986, 923, 874, 846, 836, 805, 795, 739, 717, 683 cm−1; 1H NMR (300 MHz, DMSO-d6, 298 K) δ 10.02, 9.84 (s, s, 1H), 8.1...